Dataset: the Open Reaction Database (ORD), a public repository of structured organic reaction records. Task: describe an organic reaction: reactants, conditions, products, and yield Reactants: C1(=CC=C(C=C1)N(C1=C(C=CC=C1C1=CC=CC=C1)C1=CC=CC=C1)C1=CC=C(C=C1)OC)C1=CC=CC=C1 (N-([1,1′-biphenyl]-4-yl)-N-(4-methoxyphenyl)-[1,1′:3′,1″-terphenyl]-2′-amine), Cl.N1=CC=CC=C1 (pyridine hydrochloride), N1=CC=CC=C1 (pyridine), FC(S(=O)(=O)OS(=O)(=O)C(F)(F)F)(F)F (trifluoromethanesulfonic anhydride). Run at temperature 0 celsius, time 14 hour. Product: FC(S(=O)(=O)OC1=CC=C(C=C1)N(C1=C(C=CC=C1C1=CC=CC=C1)C1=CC=CC=C1)C1=CC=C(C=C1)C1=CC=CC=C1)(F)F (4-([1,1′-biphenyl]-4-yl([1,1′:3′,1″-terphenyl]-2′-yl)amino)phenyl trifluoromethanesulfonate). Isolated yield 71.5%. As a reaction SMILES: [C:1]1([C:34]2[CH:39]=[CH:38][CH:37]=[CH:36][CH:35]=2)[CH:6]=[CH:5][C:4]([N:7]([C:26]2[CH:31]=[CH:30][C:29](OC)=[CH:28][CH:27]=2)[C:8]2[C:13]([C:14]3[CH:19]=[CH:18][CH:17]=[CH:16][CH:15]=3)=[CH:12][CH:11]=[CH:10][C:9]=2[C:20]2[CH:25]=[CH:24][CH:23]=[CH:22][CH:21]=2)=[CH:3][CH:2]=1.Cl.N1C=CC=CC=1.N1C=CC=CC=1.[F:53][C:54]([F:67])([F:66])[S:55]([O:58]S(C(F)(F)F)(=O)=O)(=[O:57])=[O:56]>>[F:53][C:54]([F:67])([F:66])[S:55]([O:58][C:29]1[CH:28]=[CH:27][C:26]([N:7]([C:4]2[CH:3]=[CH:2][C:1]([C:34]3[CH:39]=[CH:38][CH:37]=[CH:36][CH:35]=3)=[CH:6][CH:5]=2)[C:8]2[C:13]([C:14]3[CH:19]=[CH:18][CH:17]=[CH:16][CH:15]=3)=[CH:12][CH:11]=[CH:10][C:9]=2[C:20]2[CH:25]=[CH:24][CH:23]=[CH:22][CH:21]=2)=[CH:31][CH:30]=1)(=[O:57])=[O:56] |f:1.2|. Procedure: N-([1,1′-biphenyl]-4-yl)-N-(4-methoxyphenyl)-[1,1′:3′,1″-terphenyl]-2′-amine (13.6 g, 27.0 mmol) and pyridine hydrochloride (31.1 g, 270.0 mmol) were purged with nitrogen for overnight. The mixture was refluxed for 2 h. After cooling, the precipitate was filtered and washed by excess water. The solid dissolved in DCM was filtered through a silica pad and washed with DCM. The solvent was removed in vacuo. The residue was dissolved in DCM (100 mL) and cooled down to 0° C. After that, pyridine (8.7... Starting materials: C(C1=CC=CC=C1)O[C@@H]1[C@](O[C@@]([C@@H]([C@H]1OCC1=CC=CC=C1)OCC1=CC=CC=C1)(OC)C1=CC(=C(C=C1)Cl)CC1=CC=C(C=C1)OCC)(CO)C(C)O (1-[(2S,3S,4S,5R,6S)-3,4,5-tribenzyloxy-6-[4-chloro-3-[(4-ethoxyphenyl)methyl]phenyl]-2-(hydroxymethyl)-6-methoxy-tetrahydropyran-2-yl]ethanol), C1(=CC=C(C=C1)S(=O)(=O)O)C (p-toluenesulfonic acid), ClCCl (dichloromethane). Conditions: time 2 hour. Product: C(C1=CC=CC=C1)O[C@@H]1[C@@]2(C(O[C@]([C@@H]([C@H]1OCC1=CC=CC=C1)OCC1=CC=CC=C1)(O2)C2=CC(=C(C=C2)Cl)CC2=CC=C(C=C2)OCC)C)CO ([(1S,2S,3S,4R,5S)-2,3,4-tribenzyloxy-5-[4-chloro-3-[(4-ethoxyphenyl)methyl]phenyl]-7-methyl-6,8-dioxabicyclo[3.2.1]octan-1-yl]methanol). Isolated yield 44.8%. As a reaction SMILES: C([O:8][C@H:9]1[C@H:14]([O:15][CH2:16]C2C=CC=CC=2)[C@@H:13]([O:23][CH2:24][C:25]2[CH:30]=[CH:29][CH:28]=[CH:27][CH:26]=2)[C@@:12]([C:33]2[CH:38]=[CH:37]C(Cl)=[C:35]([CH2:40][C:41]3[CH:46]=[CH:45][C:44]([O:47][CH2:48][CH3:49])=[CH:43][CH:42]=3)[CH:34]=2)(OC)[O:11][C@:10]1([CH:52]([OH:54])[CH3:53])[CH2:50][OH:51])C1C=CC=CC=1.[C:55]1([CH3:65])[CH:60]=[CH:59][C:58](S(O)(=O)=O)=[CH:57][CH:56]=1.Cl[CH2:67][Cl:68]>>[CH2:65]([O:8][C@H:9]1[C@H:14]([O:15][CH2:16][C:25]2[CH:30]=[CH:29][CH:28]=[CH:27][CH:26]=2)[C@@H:13]([O:23][CH2:24][C:25]2[CH:30]=[CH:29][CH:28]=[CH:27][CH:26]=2)[C@:12]2([C:33]3[CH:38]=[CH:37][C:67]([Cl:68])=[C:35]([CH2:40][C:41]4[CH:46]=[CH:45][C:44]([O:47][CH2:48][CH3:49])=[CH:43][CH:42]=4)[CH:34]=3)[O:11][C@@:10]1([CH2:50][OH:51])[CH:52]([CH3:53])[O:54]2)[C:55]1[CH:60]=[CH:59][CH:58]=[CH:57][CH:56]=1. Procedure details: To a solution of 1-[(2S,3S,4S,5R,6S)-3,4,5-tribenzyloxy-6-[4-chloro-3-[(4-ethoxyphenyl)methyl]phenyl]-2-(hydroxymethyl)-6-methoxy-tetrahydropyran-2-yl]ethanol 8b (0.6 g, 0.80 mmol) in dichloromethane (20 mL) was added p-toluenesulfonic acid (27.5 mg, 0.16 mmol). The mixture was stirred at room temperature for 2 hours and quenched with 5 mL of saturated aqueous sodium bicarbonate. The resulting mixture was partitioned. The aqueous layer was extracted with dichloromethane (10 mL×2). The combined o... The reactants are C12(CC3CC(CC(C1)C3)C2)C=2C=C(C(=O)OC)C=CC2O (methyl 3-(1-adamantyl)-4-hydroxybenzoate), [H-].[Na+] (sodium hydride), O (water), COCCl (methoxymethyl chloride). The solvent is CN(C)C=O (DMF), CN(C)C=O (DMF). The product is C12(CC3CC(CC(C1)C3)C2)C=2C=C(C(=O)OC)C=CC2OCOC (methyl 3-(1-adamantyl)-4-methoxymethoxybenzoate). RXN SMILES: [H-].[Na+].[C:3]12([C:13]3[CH:14]=[C:15]([CH:20]=[CH:21][C:22]=3[OH:23])[C:16]([O:18][CH3:19])=[O:17])[CH2:12][CH:7]3[CH2:8][CH:9]([CH2:11][CH:5]([CH2:6]3)[CH2:4]1)[CH2:10]2.[CH3:24][O:25][CH2:26]Cl.O>CN(C=O)C>[C:3]12([C:13]3[CH:14]=[C:15]([CH:20]=[CH:21][C:22]=3[O:23][CH2:24][O:25][CH3:26])[C:16]([O:18][CH3:19])=[O:17])[CH2:4][CH:5]3[CH2:11][CH:9]([CH2:8][CH:7]([CH2:6]3)[CH2:12]1)[CH2:10]2 |f:0.1|. Reported procedure: 9 g (0.3 mol) of sodium hydride (80% in oil) and 50 ml of DMF were introduced into a three-necked flask under a stream of nitrogen. A solution of 71.6 g (0.25 mol) of methyl 3-(1-adamantyl)-4-hydroxybenzoate in 500 ml of DMF was added dropwise and the mixture was stirred until the evolution of gas had ceased. 22.8 ml (0.3 mol) of methoxymethyl chloride were then added and the mixture was stirred at room temperature for one hour. The reaction medium was poured into water and extracted with ethyl ...